This data is from the Open Reaction Database (ORD), a public repository of structured organic reaction records. The task is: describe an organic reaction: reactants, conditions, products, and yield The reactants are C(C)(C)(C)OC(N[C@@H](C)C1=CC(=C(C=N1)C1=CC(=NC=C1)C(F)(F)F)C)=O ((S)-tert-butyl(1-(4-methyl-2′-(trifluoromethyl)-[3,4′-bipyridin]-6-yl)ethyl)carbamate), FC(C(=O)O)(F)F (trifluoroacetic acid). Solvent: C(Cl)Cl (DCM). Reaction conditions: time 1 hour. Product: CC1=C(C=NC(=C1)[C@H](C)N)C1=CC(=NC=C1)C(F)(F)F ((S)-1-(4-methyl-2′-(trifluoromethyl)-[3,4′-bipyridin]-6-yl)ethanamine). Yield: 99.7%. As a reaction SMILES: C(OC(=O)[NH:7][C@H:8]([C:10]1[N:15]=[CH:14][C:13]([C:16]2[CH:21]=[CH:20][N:19]=[C:18]([C:22]([F:25])([F:24])[F:23])[CH:17]=2)=[C:12]([CH3:26])[CH:11]=1)[CH3:9])(C)(C)C.FC(F)(F)C(O)=O>C(Cl)Cl>[CH3:26][C:12]1[CH:11]=[C:10]([C@@H:8]([NH2:7])[CH3:9])[N:15]=[CH:14][C:13]=1[C:16]1[CH:21]=[CH:20][N:19]=[C:18]([C:22]([F:24])([F:25])[F:23])[CH:17]=1. Procedure details: To a solution of (S)-tert-butyl(1-(4-methyl-2′-(trifluoromethyl)-[3,4′-bipyridin]-6-yl)ethyl)carbamate (200 mg, 0.524 mmol) in DCM (2 ml) at −78° C. was added trifluoroacetic acid (2 mL, 12.98 mmol). The solution was stirred at r.t. for 1 hr. The mixture was concentrated, diluted with 10 mL DCM and stirred with solid MP-carbonate to remove TFA. Filtered and concentrated to give 147 mg (S)-1-(4-methyl-2′-(trifluoromethyl)-[3,4′-bipyridin]-6-yl)ethanamine as a light brown sticky oil. MS m/z 282.1 ... Reactants: [N+](=[N-])=C(C(=O)OCC=C)C([C@H](C)[C@H]1NC([C@@H]1[C@@H](C)O)=O)=O (allyl (4R)-2-diazo-4-[(2R,3S)-3-{(1R)-1-hydroxyethyl}-4-oxoazetidin-2-yl]-3-oxopentanoate). Reagents/catalysts: C(CCCCCCC)(=O)[O-].[Rh+2].C(CCCCCCC)(=O)[O-] (rhodium(II) octanoate), C(CCCCCCC)(=O)[O-].[Rh+2].C(CCCCCCC)(=O)[O-] (rhodium(II) octanoate). Solvent: ClCCl (dichloromethane), C(C)#N (acetonitrile). The product is O[C@H](C)[C@@H]1[C@H]2[C@H](C(C(N2C1=O)C(=O)OCC=C)=O)C (allyl (4R,5R,6S)-6-[(1R)-1-hydroxyethyl]-4-methyl-3,7-dioxo-1-azabicyclo[3.2.0]heptane-2-carboxylate). RXN SMILES: [N+](=[C:3]([C:10](=[O:21])[C@@H:11]([C@@H:13]1[C@@H:16]([C@H:17]([OH:19])[CH3:18])[C:15](=[O:20])[NH:14]1)[CH3:12])[C:4]([O:6][CH2:7][CH:8]=[CH2:9])=[O:5])=[N-]>ClCCl.C(#N)C.C([O-])(=O)CCCCCCC.[Rh+2].C([O-])(=O)CCCCCCC>[OH:19][C@@H:17]([C@H:16]1[C:15](=[O:20])[N:14]2[C@@H:13]1[C@@H:11]([CH3:12])[C:10](=[O:21])[CH:3]2[C:4]([O:6][CH2:7][CH:8]=[CH2:9])=[O:5])[CH3:18] |f:3.4.5|. Procedure details: To a solution of allyl (4R)-2-diazo-4-[(2R,3S)-3-{(1R)-1-hydroxyethyl}-4-oxoazetidin-2-yl]-3-oxopentanoate (0.36 g) in dichloromethane (2.25 ml) was added rhodium(II) octanoate (6 mg) under reflux. After refluxing for 20 minutes, to the solution was added rhodium(II) octanoate (6 mg). The mixture was refluxed for 40 minutes. The reaction mixture was cooled and evaporated in vacuo to give a residue. The residue was dissolved in anhydrous acetonitrile (4.5 ml) and then evaporated. This operation w...